From a dataset of the Open Reaction Database (ORD), a public repository of structured organic reaction records. describe an organic reaction: reactants, conditions, products, and yield Starting materials: S(=O)(=O)(C1=CC=C(C)C=C1)C#N (Tosyl cyanide), C(#C)C=1C=C2C=CN=CC2=CC1 (6-ethynylisoquinoline), [Li+].C[Si](C)(C)[N-][Si](C)(C)C (LiHMDS). The solvent is C1CCOC1 (THF), C1CCOC1 (THF). Conditions: temperature 0 celsius, time 5 minute. Product: C1=NC=CC2=CC(=CC=C12)C#CC#N (3-(isoquinolin-6-yl)propiolonitrile). The yield is 55.4%. As a reaction SMILES: [C:1]([C:3]1[CH:4]=[C:5]2[C:10](=[CH:11][CH:12]=1)[CH:9]=[N:8][CH:7]=[CH:6]2)#[CH:2].[Li+].C[Si]([N-][Si](C)(C)C)(C)C.S([C:33]#[N:34])(C1C=CC(C)=CC=1)(=O)=O>C1COCC1>[CH:9]1[C:10]2[C:5](=[CH:4][C:3]([C:1]#[C:2][C:33]#[N:34])=[CH:12][CH:11]=2)[CH:6]=[CH:7][N:8]=1 |f:1.2|. Reported procedure: To a solution of 6-ethynylisoquinoline (0.10 g, 0.65 mmol) in 6.5 mL of THF at −78° C. was added LiHMDS, (0.78 mL, 1.0 M in THF). After 5 minutes, the mixture was warmed to 0° C. The mixture was stirred for 30 minutes and then chilled to −78° C. Tosyl cyanide (0.18 g, 0.98 mmol) was added. After 5 minutes, the reaction was warmed to 0° C. and stirred for 1 hour. The reaction was quenched with 10 mL of aq. NH4Cl. The biphasic mixture was extracted twice with 10 mL of EtOAc and the combined organi... The reactants are OC1=NOC(=C1)CCC(=O)NCCC1CCNCC1 (3-(3-Hydroxyisoxazol-5-yl)-N-(2-(piperidin-4-yl)ethyl)propanamide), [OH-].[Na+] (NaOH), C(OCC1=CC(=CC(=C1)Cl)Cl)(=O)Cl (3,5-dichlorobenzyl carbonochloridate). Run in C(Cl)Cl (DCM), C(Cl)Cl (DCM), C(Cl)Cl (DCM). Yields the product OC1=NOC(=C1)CCC(=O)NCCC1CCN(CC1)C(=O)OCC1=CC(=CC(=C1)Cl)Cl (3,5-Dichlorobenzyl 4-(2-(3-(3-hydroxyisoxazol-5-yl)propanamido)ethyl)piperidine-1-carboxylate). RXN SMILES: [OH:1][C:2]1[CH:6]=[C:5]([CH2:7][CH2:8][C:9]([NH:11][CH2:12][CH2:13][CH:14]2[CH2:19][CH2:18][NH:17][CH2:16][CH2:15]2)=[O:10])[O:4][N:3]=1.[OH-].[Na+].[C:22](Cl)(=[O:33])[O:23][CH2:24][C:25]1[CH:30]=[C:29]([Cl:31])[CH:28]=[C:27]([Cl:32])[CH:26]=1>C(Cl)Cl>[OH:1][C:2]1[CH:6]=[C:5]([CH2:7][CH2:8][C:9]([NH:11][CH2:12][CH2:13][CH:14]2[CH2:15][CH2:16][N:17]([C:22]([O:23][CH2:24][C:25]3[CH:26]=[C:27]([Cl:32])[CH:28]=[C:29]([Cl:31])[CH:30]=3)=[O:33])[CH2:18][CH2:19]2)=[O:10])[O:4][N:3]=1 |f:1.2|. Procedure: 3-(3-Hydroxyisoxazol-5-yl)-N-(2-(piperidin-4-yl)ethyl)propanamide (step 2) (201 mg, 0.662 mmol) was suspended in DCM (2 ml). 2M NaOH (1 ml, 2.00 mmol) was added and the reaction mixture stirred. To the mixture was added a solution of 3,5-dichlorobenzyl carbonochloridate (158 mg, 0.662 mmol) in DCM (1 ml) and the reaction mixture was stirred vigorously overnight. The resulting mixture was diluted with DCM and washed with citric acid. The organics were separated and evaporated under reduced pressu... Reactants: ClCC(CC(=O)OCC)=O (ethyl 4-chloroacetoacetate), COC=1C=C(C=CC1N1C=NC(=C1)C)NC(=S)N ([3-methoxy-4-(4-methyl-imidazol-1-yl)-phenyl]-thiourea). Yields the product C(C)OC(CC=1N=C(SC1)NC1=CC(=C(C=C1)N1C=NC(=C1)C)OC)=O ({2-[3-Methoxy-4-(4-methyl-imidazol-1-yl)-phenylamino]-thiazol-4-yl}-acetic acid ethyl ester). Reaction SMILES: Cl[CH2:2][C:3](=O)[CH2:4][C:5]([O:7][CH2:8][CH3:9])=[O:6].[CH3:11][O:12][C:13]1[CH:14]=[C:15]([NH:25][C:26]([NH2:28])=[S:27])[CH:16]=[CH:17][C:18]=1[N:19]1[CH:23]=[C:22]([CH3:24])[N:21]=[CH:20]1>>[CH2:8]([O:7][C:5](=[O:6])[CH2:4][C:3]1[N:28]=[C:26]([NH:25][C:15]2[CH:16]=[CH:17][C:18]([N:19]3[CH:23]=[C:22]([CH3:24])[N:21]=[CH:20]3)=[C:13]([O:12][CH3:11])[CH:14]=2)[S:27][CH:2]=1)[CH3:9]. Procedure details: The title compound was prepared in analogy to example 1 step e) from 56 mg (0.33 mmol) ethyl 4-chloroacetoacetate and 79 mg (0.3 mmol) [3-methoxy-4-(4-methyl-imidazol-1-yl)-phenyl]-thiourea. The crude product was purified through stirring with diethyl ether yielding 115 mg (98%) {2-[3-methoxy-4-(4-methyl-imidazol-1-yl)-phenylamino]-thiazol-4-yl}-acetic acid ethyl ester as an off-white solid. MS ISP (m/e): 373.1 (100) (M+H)+. 1H NMR (DMSO-D6, 250 MHz): δ (ppm)=10.68 (s, 1H), 9.26 (s, 1H), 7.83 (s... Reactants: N1C(=NC=C1)C=O (imidazole-2-carboxaldehyde), BrCC(OC)OC (2-bromo-1,1-dimethoxyethane), C([O-])([O-])=O.[K+].[K+] (potassium carbonate), [I-].[K+] (potassium iodide). Solvent: CN(C)C=O (DMF). Run at temperature 110 celsius. The product is COC(CN1C(=NC=C1)C=O)OC (1-(2,2-dimethoxyethyl)-1H-imidazole-2-carbaldehyde). Yield: 31.6%. RXN SMILES: [NH:1]1[CH:5]=[CH:4][N:3]=[C:2]1[CH:6]=[O:7].Br[CH2:9][CH:10]([O:13][CH3:14])[O:11][CH3:12].C(=O)([O-])[O-].[K+].[K+].[I-].[K+]>CN(C=O)C>[CH3:12][O:11][CH:10]([O:13][CH3:14])[CH2:9][N:1]1[CH:5]=[CH:4][N:3]=[C:2]1[CH:6]=[O:7] |f:2.3.4,5.6|. Procedure details: To a solution of the imidazole-2-carboxaldehyde (0.41 g, 4.27 mmol) in DMF (1 mL) was added 1.1 eq. of 2-bromo-1,1-dimethoxyethane (0.79 g, 4.69 mmol), potassium carbonate and a catalytic amount of potassium iodide. The reactions were heated at 110° C. for 18 hrs followed by evaporation to dryness and purified utilizing a Biotage SP4 with a gradient method of 5-50% methanol in DCM to yield the desired compound (248 mg, 1.35 mmol, 32% yield). 1H NMR (400 MHz, DMSO-d6) δ 9.9 (s, H), 7.85 (s, H), 7... Starting materials: CCOc1ccccc1C(=O)O, CC#N, O=C1CCC(=O)N1Cl. Yields the product CCOc1ccc(Cl)cc1C(=O)O. Reaction SMILES: [CH2:1]([CH3:2])[O:3][c:4]1[c:5]([C:6](=[O:7])[OH:8])[cH:9][cH:10][cH:11][cH:12]1.[CH3:21][C:22]#[N:23].[Cl:13][N:14]1[C:15](=[O:16])[CH2:17][CH2:18][C:19]1=[O:20]>>[CH2:1]([CH3:2])[O:3][c:4]1[c:5]([C:6](=[O:7])[OH:8])[cH:9][c:10]([Cl:13])[cH:11][cH:12]1.